Task: describe an organic reaction: reactants, conditions, products, and yield. Dataset: the Open Reaction Database (ORD), a public repository of structured organic reaction records Starting materials: CNC(=O)NNC(=O)NCCCOC1=CC(=CC=C1)CN1CCCCC1 (N-methyl-N'-[3-[3-(1-piperidinylmethyl)phenoxy]propyl]-1,2-hydrazine dicarboxamide), P(=O)(Cl)(Cl)Cl (phosphorus oxychloride). Yields the product CNC=1OC(=NN1)NCCCOC1=CC(=CC=C1)CN1CCCCC1 (N-Methyl-N'-[3-[3-(1-piperidinylmethyl)phenoxy]propyl]1,3,4-oxadiazole-2,5-diamine). As a reaction SMILES: [CH3:1][NH:2][C:3]([NH:5][NH:6][C:7]([NH:9][CH2:10][CH2:11][CH2:12][O:13][C:14]1[CH:19]=[CH:18][CH:17]=[C:16]([CH2:20][N:21]2[CH2:26][CH2:25][CH2:24][CH2:23][CH2:22]2)[CH:15]=1)=[O:8])=O.P(Cl)(Cl)(Cl)=O>>[CH3:1][NH:2][C:3]1[O:8][C:7]([NH:9][CH2:10][CH2:11][CH2:12][O:13][C:14]2[CH:19]=[CH:18][CH:17]=[C:16]([CH2:20][N:21]3[CH2:26][CH2:25][CH2:24][CH2:23][CH2:22]3)[CH:15]=2)=[N:6][N:5]=1. Procedure: The compound is prepared by a method analogous to that of Example 40 from N-methyl-N'-[3-[3-(1-piperidinylmethyl)phenoxy]propyl]-1,2-hydrazine dicarboxamide and phosphorus oxychloride. The analytical values are summarized in Table III. The reactants are COc1ccc(B(O)O)cc1 (effective_coupling_partner), CC(C)(C)C(=O)Oc2c1ccccc1cc3ccccc23 (substrate). The reagents and catalysts are PCy3. Reaction conditions: temperature 120 celsius, time 12 hour. The product is COc4ccc(c2c1ccccc1cc3ccccc23)cc4.